describe an organic reaction: reactants, conditions, products, and yield From a dataset of the Open Reaction Database (ORD), a public repository of structured organic reaction records. Starting materials: NC(C#N)(CCC1=CC=CC=C1)CN(C)CC1=CC=CC=C1 (2-amino-2-[(benzyl-methyl-amino)-methyl]-4-phenyl-butyronitrile), CN1CCOCC1 (N-methylmorpholine), C1(CCCCC1)CC(C(=O)O)C(CN1CCOCC1)=O (2-Cyclohexylmethyl-4-morpholin-4-yl-oxo-butanoic acid), C(CCl)Cl (EDC). The solvent is C(Cl)Cl (CH2Cl2), C(Cl)Cl (CH2Cl2). Reaction conditions: time 72 hour. Yields the product C(C1=CC=CC=C1)N(C)CC(CCC1=CC=CC=C1)(C#N)NC(C(C(CN1CCOCC1)=O)CC1CCCCC1)=O (N-{1-[(benzyl-methyl-amino)-methyl]-1-cyano-3-phenyl-propyl}-2-cyclohexylmethyl-4-morpholin-4-yl-oxo-butyramide). Isolated yield 24.7%. Reaction SMILES: [CH:1]1([CH2:7][CH:8]([C:12](=[O:20])[CH2:13][N:14]2[CH2:19][CH2:18][O:17][CH2:16][CH2:15]2)[C:9]([OH:11])=O)[CH2:6][CH2:5][CH2:4][CH2:3][CH2:2]1.C(Cl)CCl.[NH2:25][C:26]([CH2:37][N:38]([CH2:40][C:41]1[CH:46]=[CH:45][CH:44]=[CH:43][CH:42]=1)[CH3:39])([CH2:29][CH2:30][C:31]1[CH:36]=[CH:35][CH:34]=[CH:33][CH:32]=1)[C:27]#[N:28].CN1CCOCC1>C(Cl)Cl>[CH2:40]([N:38]([CH2:37][C:26]([NH:25][C:9](=[O:11])[CH:8]([CH2:7][CH:1]1[CH2:2][CH2:3][CH2:4][CH2:5][CH2:6]1)[C:12](=[O:20])[CH2:13][N:14]1[CH2:19][CH2:18][O:17][CH2:16][CH2:15]1)([C:27]#[N:28])[CH2:29][CH2:30][C:31]1[CH:36]=[CH:35][CH:34]=[CH:33][CH:32]=1)[CH3:39])[C:41]1[CH:42]=[CH:43][CH:44]=[CH:45][CH:46]=1. Procedure: 2-Cyclohexylmethyl-4-morpholin-4-yl-oxo-butanoic acid (0.097 g, 0.34 mmol, 1.0 equiv) was dissolved in 10 mL of CH2Cl2 followed by addition of EDC (0.065 g, 0.34 mmol, 1.0 equiv). The solution was stirred for 15 min at which time a solution of 2-amino-2-[(benzyl-methyl-amino)-methyl]-4-phenyl-butyronitrile (0.10 g, 0.34 mmol, 1.0 equiv) in 5 mL of CH2Cl2 was added followed by N-methylmorpholine (0.137 g, 1.36 mmol, 4.0 equiv). The resulting solution was stirred at room temperature for 72 h. The ... The reactants are CO, Cl, [H][H], CS(=O)(=O)OCC(O)CC#N. Reaction SMILES: [CH3:15][OH:16].[ClH:12].[H:13][H:14].[OH:1][CH:2]([CH2:3][C:4]#[N:5])[CH2:6][O:7][S:8](=[O:9])(=[O:10])[CH3:11]>>[ClH:12].[OH:1][CH:2]([CH2:3][CH2:4][NH2:5])[CH2:6][O:7][S:8](=[O:9])(=[O:10])[CH3:11]. Yields the product Cl, CS(=O)(=O)OCC(O)CCN. The reactants are Cl.COC1=CC=C(C=C1)NN (4-methoxyphenyl hydrazine hydrochloride), CC(C(C)=O)C (3-methyl-2-butanone). Solvent: C(C)(=O)O (acetic acid). Run at temperature 10 celsius. Yields the product COC=1C=C2C(C(=NC2=CC1)C)(C)C (5-methoxy-2,3,3-trimethyl-3H-indole). As a reaction SMILES: Cl.[CH3:2][O:3][C:4]1[CH:9]=[CH:8][C:7]([NH:10]N)=[CH:6][CH:5]=1.[CH3:12][CH:13]([CH3:17])[C:14](=O)[CH3:15]>C(O)(=O)C>[CH3:2][O:3][C:4]1[CH:9]=[C:8]2[C:7](=[CH:6][CH:5]=1)[N:10]=[C:14]([CH3:15])[C:13]2([CH3:17])[CH3:12] |f:0.1|. Procedure details: To 4-methoxyphenyl hydrazine hydrochloride (4.84 g) was added 3-methyl-2-butanone (6.4 ml) and acetic acid (45 ml). The mixture was heated to 10° C. for 2.5 hours after which time the solvent was removed by rotary evaporation. Flash column chromatography gave the product (4.66 g). Starting materials: solution, Br (hydrogen bromide), C(C)(=O)O (acetic acid), OCC(CCCCCCCCCN1CCCCC1)O (N-(11,10-dihydroxyundecyl)piperidine), C([O-])(O)=O.[Na+] (sodium bicarbonate). The solvent is ClCCl (dichloromethane). Conditions: time 10 minute. Product: C(C)(=O)OC(CCCCCCCCCN1CCCCC1)CBr (1-(10-acetoxy-11-bromoundecyl)piperidine). Reaction SMILES: O[CH2:2][CH:3]([OH:19])[CH2:4][CH2:5][CH2:6][CH2:7][CH2:8][CH2:9][CH2:10][CH2:11][CH2:12][N:13]1[CH2:18][CH2:17][CH2:16][CH2:15][CH2:14]1.[BrH:20].[C:21]([OH:24])(=O)[CH3:22].C(=O)(O)[O-].[Na+]>ClCCl>[C:21]([O:19][CH:3]([CH2:2][Br:20])[CH2:4][CH2:5][CH2:6][CH2:7][CH2:8][CH2:9][CH2:10][CH2:11][CH2:12][N:13]1[CH2:14][CH2:15][CH2:16][CH2:17][CH2:18]1)(=[O:24])[CH3:22] |f:3.4|. Procedure details: A mixture of N-(11,10-dihydroxyundecyl)piperidine (2.0 g, 7.4 mmol) and a 30% solution of hydrogen bromide in acetic acid (4.45 mL, 22 mmol) was stirred for 90 minutes. The mixture was then added to a flask containing aqueous sodium bicarbonate solution (15 g in 40 mL ) and dichloromethane (50 mL). After 10 minutes of vigorous stirring, the layers were separated and the aqueous portion extracted with dichloromethane (2×50 mL). The combined organic portions were dried over sodium sulfate. The sol... Reactants: C1(CC1)C1=CC=C(C=C1)N1C(C2(CC1)CCNCC2)=O (2-(4-Cyclopropyl-phenyl)-2,8-diaza-spiro[4.5]decan-1-one), O=C(OC(Cl)(Cl)Cl)Cl (diphosgene), C(C(C)C)NC (isobutyl-methyl-amine). The product is C(C(C)C)N(C(=O)N1CCC2(CCN(C2=O)C2=CC=C(C=C2)C2CC2)CC1)C (2-(4-Cyclopropyl-phenyl)-1-oxo-2,8-diaza-spiro[4.5]decane-8-carboxylic acid isobutyl-methyl-amide). Reaction SMILES: [CH:1]1([C:4]2[CH:9]=[CH:8][C:7]([N:10]3[CH2:14][CH2:13][C:12]4([CH2:19][CH2:18][NH:17][CH2:16][CH2:15]4)[C:11]3=[O:20])=[CH:6][CH:5]=2)[CH2:3][CH2:2]1.O=C(Cl)[O:23][C:24](Cl)(Cl)Cl.[CH2:29]([NH:33][CH3:34])[CH:30]([CH3:32])[CH3:31]>>[CH2:29]([N:33]([CH3:34])[C:24]([N:17]1[CH2:18][CH2:19][C:12]2([C:11](=[O:20])[N:10]([C:7]3[CH:8]=[CH:9][C:4]([CH:1]4[CH2:3][CH2:2]4)=[CH:5][CH:6]=3)[CH2:14][CH2:13]2)[CH2:15][CH2:16]1)=[O:23])[CH:30]([CH3:32])[CH3:31]. Procedure: This material was prepared in analogy to example 251 step B) from 2-(4-Cyclopropyl-phenyl)-2,8-diaza-spiro[4.5]decan-1-one, diphosgene and isobutyl-methyl-amine. MS (ESI): 384.3 (MH+). Starting materials: OC1=CC=C(C=C1)CC(=O)OC (Methy 4-Hydroxyphenylacetate), N (ammonia), Teflon. Conditions: time 72 hour. Yields the product OC1=CC=C(C=C1)CC(=O)N (4-Hydroxyphenylacetamide). As a reaction SMILES: [OH:1][C:2]1[CH:7]=[CH:6][C:5]([CH2:8][C:9]([O:11]C)=O)=[CH:4][CH:3]=1.[NH3:13]>>[OH:1][C:2]1[CH:7]=[CH:6][C:5]([CH2:8][C:9]([NH2:13])=[O:11])=[CH:4][CH:3]=1. Reported procedure: Methyl 4-Hydroxyphenylacetate (4) (0.83 g) was dissolved in saturated methanolic ammonia (30 ml) and placed in a thick walled tube with Teflon screw cap. The solution was stirred in this sealed tube at room temperature for 72 hours. Reaction mixture was concentrated and redissolved in methanol-chloroform (2:8 volume by volume, 75 ml). No crystallization occurred so the solution was concentrated to half its volume and hexane was added with heating. Cooling to 0° C. gave crystals of 4-Hydroxypheny... Procedure: A mixture of 10 g (36.4 mmol) of 4-chloro-2-(4-chlorophenyl)quinoline, and 20 ml of ethyl isonipecotate was stirred and heated at 160°-170° for 2 hr. It was then cooled and diluted with 200 ml of water and 5 ml of ethanol. The solid which formed was collected, and recrystallized from ethanol to give 5.5 g of product ester, mp 124°-126°. The solvent is O (water), C(C)O (ethanol). The reactants are ClC1=CC(=NC2=CC=CC=C12)C1=CC=C(C=C1)Cl (4-chloro-2-(4-chlorophenyl)quinoline), N1CCC(C(=O)OCC)CC1 (ethyl isonipecotate). The product is C(C)OC(=O)C1CCN(CC1)C1=CC(=NC2=CC=CC=C12)C1=CC=C(C=C1)Cl (1-[2-(4-Chlorophenyl)-4-quinolinyl]-4-piperidinecarboxylic acid ethyl ester). Reaction SMILES: Cl[C:2]1[C:11]2[C:6](=[CH:7][CH:8]=[CH:9][CH:10]=2)[N:5]=[C:4]([C:12]2[CH:17]=[CH:16][C:15]([Cl:18])=[CH:14][CH:13]=2)[CH:3]=1.[NH:19]1[CH2:29][CH2:28][CH:22]([C:23]([O:25][CH2:26][CH3:27])=[O:24])[CH2:21][CH2:20]1>O.C(O)C>[CH2:26]([O:25][C:23]([CH:22]1[CH2:28][CH2:29][N:19]([C:2]2[C:11]3[C:6](=[CH:7][CH:8]=[CH:9][CH:10]=3)[N:5]=[C:4]([C:12]3[CH:17]=[CH:16][C:15]([Cl:18])=[CH:14][CH:13]=3)[CH:3]=2)[CH2:20][CH2:21]1)=[O:24])[CH3:27]. Reactants: CC1=CC=C(S1)C=O (5-methyl-2-thiophencarbaldehyde), BrC=1C=C(C=CC1)C1OCCO1 (2-(3-bromophenyl)-1,3-dioxolane), BrCCBr (1,2-dibromoethane), [Mg] (magnesium). Solvent: C1CCOC1 (THF), O (Water), C1CCOC1 (THF). Reaction conditions: temperature 0 celsius. Yields the product O1C(OCC1)C=1C=C(C=CC1)C(O)C=1SC(=CC1)C ((3-[1,3]Dioxolan-2-yl-phenyl)-(5-methyl-thiophen-2-yl)-methanol). The yield is 50.2%. Reaction SMILES: Br[C:2]1[CH:3]=[C:4]([CH:8]2[O:12][CH2:11][CH2:10][O:9]2)[CH:5]=[CH:6][CH:7]=1.BrCCBr.[Mg].[CH3:18][C:19]1[S:23][C:22]([CH:24]=[O:25])=[CH:21][CH:20]=1>O.C1COCC1>[O:9]1[CH2:10][CH2:11][O:12][CH:8]1[C:4]1[CH:3]=[C:2]([CH:24]([C:22]2[S:23][C:19]([CH3:18])=[CH:20][CH:21]=2)[OH:25])[CH:7]=[CH:6][CH:5]=1. Reported procedure: To a solution of THF (20 mL), 2-(3-bromophenyl)-1,3-dioxolane (2.7 g) and 1,2-dibromoethane (150 mg) was added magnesium (270 mg), which was heated to reflux for 10 minutes. The reaction mixture was cooled to 0° C., and a solution of 5-methyl-2-thiophencarbaldehyde (1.0 g) and THF (5 mL) was added thereto under stirring. The reaction solution was returned to room temperature and stirred for 10 minutes. Water was added to the reaction solution, which was then extracted with ethyl acetate. The sol... Reagents/catalysts: C=1C=CC(=CC1)[P](C=2C=CC=CC2)(C=3C=CC=CC3)[Pd]([P](C=4C=CC=CC4)(C=5C=CC=CC5)C=6C=CC=CC6)([P](C=7C=CC=CC7)(C=8C=CC=CC8)C=9C=CC=CC9)[P](C=1C=CC=CC1)(C=1C=CC=CC1)C=1C=CC=CC1 (tetrakis(triphenylphosphine)palladium(0)). Conditions: temperature 85 celsius, time 12 hour. Product: FC(OC1=CC=C(C=C1)C=1C=C(C=NC1)NC(=O)C1=CC=CC=C1)(F)F (N-{5-[4-(Trifluoromethoxy)phenyl]pyridin-3-yl}benzenecarboxamide). Solvent: COCCOC (1,2-dimethoxyethane), CN(C)C=O (DMF). Procedure: At 50° C., 11.8 g (41.4 mmol) of N-(5-bromopyridin-3-yl)benzamide, 12.8 g (62.1 mmol) of [4-(trifluoromethoxy)phenyl]boronic acid and 11.4 g (82.7 mmol) of potassium carbonate were dissolved in 70 ml of 1,2-dimethoxyethane, 21 ml of water and 156 ml of DMF. The mixture was flushed with argon, 0.24 g (0.2 mmol) of tetrakis(triphenylphosphine)palladium(0) was added and the mixture was stirred at 85° C. for 12 h. The reaction mixture was concentrated slightly on a rotary evaporator, diluted with wa... The reactants are O (water), BrC=1C=C(C=NC1)NC(C1=CC=CC=C1)=O (N-(5-bromopyridin-3-yl)benzamide), FC(OC1=CC=C(C=C1)B(O)O)(F)F ([4-(trifluoromethoxy)phenyl]boronic acid), C([O-])([O-])=O.[K+].[K+] (potassium carbonate). RXN SMILES: Br[C:2]1[CH:3]=[C:4]([NH:8][C:9](=[O:16])[C:10]2[CH:15]=[CH:14][CH:13]=[CH:12][CH:11]=2)[CH:5]=[N:6][CH:7]=1.[F:17][C:18]([F:30])([F:29])[O:19][C:20]1[CH:25]=[CH:24][C:23](B(O)O)=[CH:22][CH:21]=1.C(=O)([O-])[O-].[K+].[K+].O>COCCOC.C1C=CC([P]([Pd]([P](C2C=CC=CC=2)(C2C=CC=CC=2)C2C=CC=CC=2)([P](C2C=CC=CC=2)(C2C=CC=CC=2)C2C=CC=CC=2)[P](C2C=CC=CC=2)(C2C=CC=CC=2)C2C=CC=CC=2)(C2C=CC=CC=2)C2C=CC=CC=2)=CC=1.CN(C=O)C>[F:17][C:18]([F:29])([F:30])[O:19][C:20]1[CH:25]=[CH:24][C:23]([C:2]2[CH:3]=[C:4]([NH:8][C:9]([C:10]3[CH:15]=[CH:14][CH:13]=[CH:12][CH:11]=3)=[O:16])[CH:5]=[N:6][CH:7]=2)=[CH:22][CH:21]=1 |f:2.3.4,^1:47,49,68,87|.